From a dataset of the Open Reaction Database (ORD), a public repository of structured organic reaction records. describe an organic reaction: reactants, conditions, products, and yield Starting materials: NC1[C@@H]2N(C(=C(CS2)C(CCS(N)(=O)=O)SC2=NN=NN2)C(=O)O)C1=O (7-amino-3-[1-(2-sulfamoylethyl)tetrazol-5-ylthiomethyl]-3-cephem-4-carboxylic acid), [OH-].[Na+] (sodium hydroxide), C([O-])(O)=O.[Na+] (sodium bicarbonate), CCC(=S)Cl (methylthioacetyl chloride). Solvent: CC(=O)C (acetone), CC(=O)C (acetone). Conditions: time 20 minute. Yields the product CCC(=S)NC1[C@@H]2N(C(=C(CS2)C(CCS(N)(=O)=O)SC2=NN=NN2)C(=O)O)C1=O (7-Methylthioacetamido-3-[1-(2-sulfamoylethyl)tetrazol-5-ylthiomethyl]-3-cephem-4-carboxylic acid). As a reaction SMILES: [NH2:1][CH:2]1[C:25](=[O:26])[N:4]2[C:5]([C:22]([OH:24])=[O:23])=[C:6]([CH:9]([S:16][C:17]3[NH:21][N:20]=[N:19][N:18]=3)[CH2:10][CH2:11][S:12](=[O:15])(=[O:14])[NH2:13])[CH2:7][S:8][C@H:3]12.C(=O)(O)[O-].[Na+].[CH3:32][CH2:33][C:34](Cl)=[S:35].[OH-].[Na+]>CC(C)=O>[CH3:32][CH2:33][C:34]([NH:1][CH:2]1[C:25](=[O:26])[N:4]2[C:5]([C:22]([OH:24])=[O:23])=[C:6]([CH:9]([S:16][C:17]3[NH:18][N:19]=[N:20][N:21]=3)[CH2:10][CH2:11][S:12](=[O:14])(=[O:15])[NH2:13])[CH2:7][S:8][C@H:3]12)=[S:35] |f:1.2,4.5|. Procedure details: To a stirred, cooled (-20°) solution of 10.8 g. (0.026 mol.) of 7-amino-3-[1-(2-sulfamoylethyl)tetrazol-5-ylthiomethyl]-3-cephem-4-carboxylic acid in 220 ml. of 3% sodium bicarbonate and 220 ml. of acetone is dropwise added a solution of 3.66 g. (0.029 mol.) of methylthioacetyl chloride in 52 ml. of acetone, during which time the pH of the reaction mixture is maintained at 8.0 by addition of 10% sodium hydroxide. After addition the reaction mixture is stirred an additional 20 minutes at -15°, th... Starting materials: CO/C/1=N/CCOCC1 ((E)-5-methoxy-2,3,6,7-tetrahydro-1,4-oxazepine), C1(=CC=CC=C1)C=1OC(CN1)=O (2-phenyloxazol-5(4H)-one), O.[OH-].[Li+] (lithium hydroxide monohydrate), O (water). Solvent: C1CCOC1 (THF). Reaction conditions: temperature 150 celsius. Yields the product C1(=CC=CC=C1)C1=NC(=C2N1CCOCC2)C(=O)O (3-phenyl-5,6,8,9-tetrahydroimidazo[1,5-d][1,4]-oxazepine-1-carboxylic acid). RXN SMILES: CO[C:3]1=[N:4][CH2:5][CH2:6][O:7][CH2:8][CH2:9]1.[C:10]1([C:16]2[O:17][C:18](=[O:21])[CH2:19][N:20]=2)[CH:15]=[CH:14][CH:13]=[CH:12][CH:11]=1.O.[OH-].[Li+].O>C1COCC1>[C:10]1([C:16]2[N:4]3[CH2:5][CH2:6][O:7][CH2:8][CH2:9][C:3]3=[C:19]([C:18]([OH:21])=[O:17])[N:20]=2)[CH:15]=[CH:14][CH:13]=[CH:12][CH:11]=1 |f:2.3.4|. Procedure: (E)-5-methoxy-2,3,6,7-tetrahydro-1,4-oxazepine (50 mg, 0.387 mmol) was dissolved in THF (1 mL) in a screw-cap vial and 2-phenyloxazol-5(4H)-one (62.4 mg, 0.387 mmol) was added to give a orange solution. The reaction was heated to 150° C. for 5 minutes. LCMS shows two peaks of the corresponding product mass (tautomers of the condensation), Rt 0.73 and 0.78 minutes. The reaction was concentrated under reduced pressure and the residue was dissolved in 1 mL MeOH and treated with lithium hydroxide mo... Reactants: C1(C=2C(C(N1)=O)=CC=CC2)=O.[K] (Potassium phthalimide), FC1=C(C=CC(=C1)[N+](=O)[O-])N1CCC(CC1)CCOS(=O)(=O)C1=CC=C(C=C1)C (toluene-4-sulfonic acid 2-[1-(2-fluoro-4-nitrophenyl)piperidin-4-yl]ethyl ester), O (Water). Run in CN(C=O)C (N,N-dimethylformamide). Run at temperature 80 celsius, time 1 hour. Yields the product FC1=C(C=CC(=C1)[N+](=O)[O-])N1CCC(CC1)CCN1C(C2=CC=CC=C2C1=O)=O (2-{2-[1-(2-fluoro-4-nitrophenyl)piperidin-4-yl]ethyl}isoindoline-1,3-dione). Isolated yield 93.1%. RXN SMILES: [C:1]1(=[O:11])[NH:5][C:4](=[O:6])[C:3]2=[CH:7][CH:8]=[CH:9][CH:10]=[C:2]12.[K].[F:13][C:14]1[CH:19]=[C:18]([N+:20]([O-:22])=[O:21])[CH:17]=[CH:16][C:15]=1[N:23]1[CH2:28][CH2:27][CH:26]([CH2:29][CH2:30]OS(C2C=CC(C)=CC=2)(=O)=O)[CH2:25][CH2:24]1.O>CN(C)C=O>[F:13][C:14]1[CH:19]=[C:18]([N+:20]([O-:22])=[O:21])[CH:17]=[CH:16][C:15]=1[N:23]1[CH2:28][CH2:27][CH:26]([CH2:29][CH2:30][N:5]2[C:1](=[O:11])[C:2]3[C:3](=[CH:7][CH:8]=[CH:9][CH:10]=3)[C:4]2=[O:6])[CH2:25][CH2:24]1 |f:0.1,^1:11|. Reported procedure: Potassium phthalimide (0.580 g, 4.68 mmol) was added to a solution of toluene-4-sulfonic acid 2-[1-(2-fluoro-4-nitrophenyl)piperidin-4-yl]ethyl ester (compound of Reference Example 65; 0.661 g, 1.56 mmol) in N,N-dimethylformamide (10 ml), and the mixture was stirred at 80° C. for 1 hour. Water was added to the reaction mixture, and the precipitated solid was collected by filtration and washed with water to give the title compound (0.577 g, 93%) as a yellow solid.